The task is: describe an organic reaction: reactants, conditions, products, and yield. This data is from the Open Reaction Database (ORD), a public repository of structured organic reaction records. Procedure details: The mixing ratio of 75/25 is obtained from the corresponding ratio of intensities of the particularly characteristics signals in the 400 MHz-1H-NMR spectrum (CDCl3). The position of the signals is: 3-methyl-2-buten-1-yl compound: olefinic H: 5.25 (d), CH3 : 1.64 (s) and 1.77 (s), benzylic >CH-- 6.00 (t), benzylic CH2 --; 3.52 ppm (s) 3-methyl-1-butyl compound: CH3 : 0.90 (d), benzylic >CH-- 5.35 (m), benzylic --CH2 --; 3.54 ppm (s). Starting materials: 3-methyl-2-buten-1-yl, ( t ), C(C)(C)OC1=C(C(=O)O)C=CC(=C1)CC(=O)NC(CCC)C1=C(C=CC=C1)N1CCCCC1 (2-Isopropoxy-4-[N-{1-(2-piperidino-phenyl)-1-butyl}-aminocarbonylmethyl]-benzoic acid), C(C)OC1=C(C(=O)O)C=CC(=C1)CC(=O)NC(CCC)C1=C(C=CC(=C1)OC)N1CCCCC1 (2-Ethoxy-4-[N-{1-(5-methoxy-2-piperidino-phenyl)-1-butyl}-aminocarbonylmethyl]-benzoic acid), C(C)(C)OC1=C(C(=O)O)C=CC(=C1)CC(=O)NC(CCC)C1=C(C=CC=C1)N1CCCCC1 (2-Isopropoxy-4-[N-{1-(2-piperidino-phenyl)-1-butyl}-aminocarbonylmethyl]-benzoic acid), C(C1=CC=CC=C1)OC1=C(C(=O)OCC)C=CC(=C1)CC(=O)NC(CCC)C1=C(C=CC=C1)N1CCCCC1 (Ethyl 2-benzyloxy-4-[N-{1-(2-piperidino-phenyl)-1-butyl}-aminocarbonylmethyl]-benzoate), C(C1=CC=CC=C1)OC1=C(C(=O)OCC)C=CC(=C1)CC(=O)NC(CCC)C1=C(C=CC=C1)N1CCCCC1 (Ethyl 2-benzyloxy-4-[N-{1-(2-piperidino-phenyl)-1-butyl}-aminocarbonylmethyl]-benzoate), C(C)(C)OC1=C(C(=O)O)C=CC(=C1)CC(=O)NC(CCC)C1=C(C=CC=C1)N1CCCCC1 (2-Isopropoxy-4-[N-{1-(2-piperidino-phenyl)-1-butyl}-aminocarbonylmethyl]-benzoic acid), C(C)(C)OC1=C(C(=O)O)C=CC(=C1)CC(=O)NC(CCC)C1=C(C=CC=C1)N1CCCCC1 (2-Isopropoxy-4-[N-{1-(2-piperidino-phenyl)-1-butyl}-aminocarbonylmethyl]-benzoic acid). As a reaction SMILES: [CH2:1]([O:8][C:9]1[CH:19]=[C:18]([CH2:20][C:21]([NH:23][CH:24]([C:28]2[CH:33]=[CH:32][CH:31]=[CH:30][C:29]=2[N:34]2[CH2:39][CH2:38][CH2:37][CH2:36][CH2:35]2)[CH2:25][CH2:26][CH3:27])=[O:22])[CH:17]=[CH:16][C:10]=1[C:11]([O:13][CH2:14][CH3:15])=[O:12])[C:2]1C=CC=CC=1.[CH:40](OC1C=C(CC(NC(C2C=CC=CC=2N2CCCCC2)CCC)=O)C=CC=1C(O)=O)(C)C.C(OC1C=C(CC(NC(C2C=C(OC)C=CC=2N2CCCCC2)CCC)=O)C=CC=1C(O)=O)C>>[CH2:1]([O:8][C:9]1[CH:19]=[C:18]([CH2:20][C:21]([NH:23][CH:24]([C:28]2[CH:33]=[CH:32][CH:31]=[CH:30][C:29]=2[N:34]2[CH2:39][CH2:38][CH2:37][CH2:36][CH2:35]2)[CH:25]=[C:26]([CH3:40])[CH3:27])=[O:22])[CH:17]=[CH:16][C:10]=1[C:11]([O:13][CH2:14][CH3:15])=[O:12])[CH3:2]. The product is C(C)OC1=C(C(=O)OCC)C=CC(=C1)CC(=O)NC(C=C(C)C)C1=C(C=CC=C1)N1CCCCC1 (Ethyl 2-ethoxy-4-[N-(1-(2-piperidino-phenyl)-3-methyl-2-buten-1-yl)-aminocarbonylmethyl]-benzoate).